This data is from the Open Reaction Database (ORD), a public repository of structured organic reaction records. The task is: describe an organic reaction: reactants, conditions, products, and yield Reactants: C(C1=CC=CC=C1)OC(=O)N1[C@@H](C[C@H](C1)OS(=O)(=O)C)COCCO ((2S,4R)-1-benzyloxycarbonyl-2-(2-hydroxyethyloxymethyl)-4-methanesulfonyloxypyrrolidine), [H][H] (hydrogen). The reagents and catalysts are [Pd] (palladium on carbon). Run in CO (methanol). Yields the product OCCOC[C@H]1NC[C@@H](C1)OS(=O)(=O)C ((2S,4R)-2-(2-hydroxyethyloxymethyl)-4-methanesulfonyloxypyrrolidine). Isolated yield 90.0%. As a reaction SMILES: C(OC([N:11]1[CH2:15][C@H:14]([O:16][S:17]([CH3:20])(=[O:19])=[O:18])[CH2:13][C@H:12]1[CH2:21][O:22][CH2:23][CH2:24][OH:25])=O)C1C=CC=CC=1.[H][H]>CO.[Pd]>[OH:25][CH2:24][CH2:23][O:22][CH2:21][C@@H:12]1[CH2:13][C@@H:14]([O:16][S:17]([CH3:20])(=[O:18])=[O:19])[CH2:15][NH:11]1. Procedure details: A solution of (2S,4R)-1-benzyloxycarbonyl-2-(2-hydroxyethyloxymethyl)-4-methanesulfonyloxypyrrolidine (53.0 g) in methanol (530 ml) was hydrogenated under atmospheric pressure of hydrogen at ambient temperature for 4 hours in the presence of 10% palladium on carbon (5.3 g, 50% wet). The catalyst was filtered off and the filtrate was concentrated under reduced pressure to give a syrup. The syrup was subjected to a column chromatography on silica gel (200 g) and eluted with a mixture of methanol a...